From a dataset of the Open Reaction Database (ORD), a public repository of structured organic reaction records. describe an organic reaction: reactants, conditions, products, and yield The reactants are 1-(di-1-pyrrolidinylmethylene)-1H-benzotriazolium 3-oxide hexafluorophosphate, C1(CCCC1)N1C2=C(N(C(C(C1)(F)F)=O)C)C=NC(=N2)NC2=C(C=C(C(=O)O)C=C2)OC (4-(9-cyclopentyl-7,7-difluoro-5-methyl-6-oxo-6,7,8,9-tetrahydro-5H-pyrimido[4,5-b][1,4]diazepin-2-ylamino)-3-methoxy-benzoic acid), C(C)N(C(C)C)C(C)C (ethyldiisopropyl amine), C(C)(C)N1CCC(CC1)N (1-isopropyl-piperidin-4-ylamine). Run in CN(C=O)C (dimethylformamide), ice water. Reaction conditions: time 1 hour. The product is C1(CCCC1)N1C2=C(N(C(C(C1)(F)F)=O)C)C=NC(=N2)NC2=C(C=C(C(=O)NC1CCN(CC1)C(C)C)C=C2)OC (4-(9-cyclopentyl-7,7-difluoro-5-methyl-6-oxo-6,7,8,9-tetrahydro-5H-pyrimido[4,5-b][1,4]diazepin-2-ylamino)-N-(1-isopropyl-piperidin-4-yl)-3-methoxy-benzamide). Yield: 15.9%. As a reaction SMILES: [CH:1]1([N:6]2[CH2:12][C:11]([F:14])([F:13])[C:10](=[O:15])[N:9]([CH3:16])[C:8]3[CH:17]=[N:18][C:19]([NH:21][C:22]4[CH:30]=[CH:29][C:25]([C:26](O)=[O:27])=[CH:24][C:23]=4[O:31][CH3:32])=[N:20][C:7]2=3)[CH2:5][CH2:4][CH2:3][CH2:2]1.C(N(C(C)C)C(C)C)C.[CH:42]([N:45]1[CH2:50][CH2:49][CH:48]([NH2:51])[CH2:47][CH2:46]1)([CH3:44])[CH3:43]>CN(C)C=O>[CH:1]1([N:6]2[CH2:12][C:11]([F:13])([F:14])[C:10](=[O:15])[N:9]([CH3:16])[C:8]3[CH:17]=[N:18][C:19]([NH:21][C:22]4[CH:30]=[CH:29][C:25]([C:26]([NH:51][CH:48]5[CH2:49][CH2:50][N:45]([CH:42]([CH3:44])[CH3:43])[CH2:46][CH2:47]5)=[O:27])=[CH:24][C:23]=4[O:31][CH3:32])=[N:20][C:7]2=3)[CH2:2][CH2:3][CH2:4][CH2:5]1. Procedure: To a mixture of 0.050 g (0.11 mmole) of 4-(9-cyclopentyl-7,7-difluoro-5-methyl-6-oxo-6,7,8,9-tetrahydro-5H-pyrimido[4,5-b][1,4]diazepin-2-ylamino)-3-methoxy-benzoic acid (I-22), 0.08 mL (0.44 mmole) of ethyldiisopropyl amine and 0.018 g (0.12 mmole) of 1-isopropyl-piperidin-4-ylamine in 1.5 mL of dimethylformamide was added 0.053 g (0.12 mmole) of 1-(di-1-pyrrolidinylmethylene)-1H-benzotriazolium 3-oxide hexafluorophosphate. The mixture was stirred at room temperature for 1 hour, then diluted wi... The reactants are Brc1ccc2c(c1)CCN2C1CCNC1, C=O, CC(=O)O, CO, [Na+], [OH-]. The product is CN1CCC(N2CCc3cc(Br)ccc32)C1. Reaction SMILES: [Br:1][c:2]1[cH:3][c:4]2[c:8]([cH:9][cH:10]1)[N:7]([CH:11]1[CH2:12][NH:13][CH2:14][CH2:15]1)[CH2:6][CH2:5]2.[CH2:16]=[O:17].[CH3:18][C:19](=[O:20])[OH:21].[CH3:24][OH:25].[Na+:23].[OH-:22]>>[Br:1][c:2]1[cH:3][c:4]2[c:8]([cH:9][cH:10]1)[N:7]([CH:11]1[CH2:12][N:13]([CH3:18])[CH2:14][CH2:15]1)[CH2:6][CH2:5]2. The reactants are C(N)(OCC)=S (ethyl thiocarbamate), BrCC(=O)CC(=O)OCC (ethyl α-bromoacetylacetate). Run in O1CCOCC1 (dioxane). Yields the product C(C)OC(=O)C1=C(NC(S1)=O)C (5-ethoxycarbonyl-4-methyl-4-thiazoline-2-one), crystals. As a reaction SMILES: [C:1](=[S:6])([O:3]CC)[NH2:2].Br[CH2:8][C:9]([CH2:11][C:12]([O:14][CH2:15][CH3:16])=[O:13])=O>O1CCOCC1>[CH2:15]([O:14][C:12]([C:11]1[S:6][C:1](=[O:3])[NH:2][C:9]=1[CH3:8])=[O:13])[CH3:16]. Procedure: 84 g of ethyl thiocarbamate were added to 500 ml of dioxane and then 168 g of ethyl α-bromoacetylacetate was added thereto dropwise. The mixture was refluxed for 4 hours and the solvent was then evaporated under reduced pressure. The solid residue was crystallized from benzene to obtain 72g of 5-ethoxycarbonyl-4-methyl-4-thiazoline-2-one in the form of white crystals melting at 172°C. Starting materials: solution, Cl (hydrogen chloride), CN(CC(COC1=C(C=CC=C1)CCCCC1=CC(=CC=C1)OCOC)O)C (3-dimethylamino-1-{2-[4-(3-methoxymethoxyphenyl)butyl]phenoxy}-2-propanol). Solvent: O1CCOCC1 (dioxane), C(Cl)Cl (methylene chloride). Conditions: time 15 minute. The product is Cl.CN(CC(COC1=C(C=CC=C1)CCCCC1=CC(=CC=C1)O)O)C (3-Dimethylamino-1-{2-[4-(3-hydroxyphenyl)butyl]phenoxy}-2-propanol hydrochloride). The yield is 89.0%. As a reaction SMILES: [ClH:1].[CH3:2][N:3]([CH3:29])[CH2:4][CH:5]([OH:28])[CH2:6][O:7][C:8]1[CH:13]=[CH:12][CH:11]=[CH:10][C:9]=1[CH2:14][CH2:15][CH2:16][CH2:17][C:18]1[CH:23]=[CH:22][CH:21]=[C:20]([O:24]COC)[CH:19]=1>O1CCOCC1.C(Cl)Cl>[ClH:1].[CH3:29][N:3]([CH3:2])[CH2:4][CH:5]([OH:28])[CH2:6][O:7][C:8]1[CH:13]=[CH:12][CH:11]=[CH:10][C:9]=1[CH2:14][CH2:15][CH2:16][CH2:17][C:18]1[CH:23]=[CH:22][CH:21]=[C:20]([OH:24])[CH:19]=1 |f:4.5|. Procedure details: 5 ml of a 4N solution of hydrogen chloride in dioxane were added to a solution of 1.00 g of 3-dimethylamino-1-{2-[4-(3-methoxymethoxyphenyl)butyl]phenoxy}-2-propanol [prepared as described in step (b) above] in 10 ml of methylene chloride, and the resulting mixture was allowed to stand at room temperature for 15 minutes. At the end of this time, the reaction mixture was concentrated by evaporation under reduced pressure, and the resulting residue was dissolved in ethyl acetate and then allowed t... Starting materials: ClC=1C=C(C=CC1)[C@H]1C[C@](C(N([C@@H]1C1=CC=C(C=C1)Cl)[C@@H](CC)C1OCCCC1)=O)(C)CC(CO)O ((3R,5R,6S)-5-(3-chlorophenyl)-6-(4-chlorophenyl)-3-(2,3-dihydroxypropyl)-3-methyl-1-((1S)-1-(tetrahydro-2H-pyran-2-yl)propyl)piperidin-2-one), I(=O)(=O)(=O)[O-].[Na+] (sodium periodate), CO (methanol). Solvent: O (water), C1CCOC1 (THF), [Na+].[Cl-] (NaCl). Conditions: time 1 hour. Yields the product ClC=1C=C(C=CC1)[C@H]1C[C@](C(N([C@@H]1C1=CC=C(C=C1)Cl)[C@@H](CC)C1OCCCC1)=O)(C)CC=O (2-((3R,5R,6S)-5-(3-chlorophenyl)-6-(4-chlorophenyl)-3-methyl-2-oxo-1-((1S)-1-(tetrahydro-2H-pyran-2-yl)propyl)piperidin-3-yl)acetaldehyde). RXN SMILES: [Cl:1][C:2]1[CH:3]=[C:4]([C@@H:8]2[C@@H:13]([C:14]3[CH:19]=[CH:18][C:17]([Cl:20])=[CH:16][CH:15]=3)[N:12]([C@H:21]([CH:24]3[CH2:29][CH2:28][CH2:27][CH2:26][O:25]3)[CH2:22][CH3:23])[C:11](=[O:30])[C@:10]([CH2:32][CH:33]([OH:36])CO)([CH3:31])[CH2:9]2)[CH:5]=[CH:6][CH:7]=1.I([O-])(=O)(=O)=O.[Na+].CO>O.C1COCC1.[Na+].[Cl-]>[Cl:1][C:2]1[CH:3]=[C:4]([C@@H:8]2[C@@H:13]([C:14]3[CH:19]=[CH:18][C:17]([Cl:20])=[CH:16][CH:15]=3)[N:12]([C@H:21]([CH:24]3[CH2:29][CH2:28][CH2:27][CH2:26][O:25]3)[CH2:22][CH3:23])[C:11](=[O:30])[C@:10]([CH2:32][CH:33]=[O:36])([CH3:31])[CH2:9]2)[CH:5]=[CH:6][CH:7]=1 |f:1.2,6.7|. Procedure: A solution of (3R,5R,6S)-5-(3-chlorophenyl)-6-(4-chlorophenyl)-3-(2,3-dihydroxypropyl)-3-methyl-1-((1S)-1-(tetrahydro-2H-pyran-2-yl)propyl)piperidin-2-one (3 mg, 5.61 μmol; Example 224, Step D) in water (20.0 μL) and THF (40.0 μL) was treated with sodium periodate (3.60 mg, 0.02 mmol). After a precipitate formed, methanol (40 μL) was added to form an emulsion which was stirred at ambient temperature for 1 hour. The reaction was diluted with sat. aq. NaCl solution and extracted with ethyl acetate...